Dataset: the Open Reaction Database (ORD), a public repository of structured organic reaction records. Task: describe an organic reaction: reactants, conditions, products, and yield RXN SMILES: [NH:1]([C:2](=[NH:3])[NH2:4])[c:5]1[s:6][cH:7][c:8]([CH2:10][OH:11])[n:9]1.[c:12]1([CH3:22])[cH:13][cH:14][c:15]([S:18](=[O:19])(=[O:20])[Cl:21])[cH:16][cH:17]1.[cH:23]1[cH:24][cH:25][n:26][cH:27][cH:28]1>>[NH:1]([C:2](=[NH:3])[NH2:4])[c:5]1[s:6][cH:7][c:8]([CH2:10][O:11][S:18]([c:15]2[cH:14][cH:13][c:12]([CH3:22])[cH:17][cH:16]2)(=[O:19])=[O:20])[n:9]1. The product is Cc1ccc(S(=O)(=O)OCc2csc(NC(=N)N)n2)cc1. Reactants: N=C(N)Nc1nc(CO)cs1, Cc1ccc(S(=O)(=O)Cl)cc1, c1ccncc1. Reactants: ClC1=CC(=CC(=N1)NC1CCNCC1)C1=CNC2=NC=CC=C21 (6-chloro-N-piperidin-4-yl-4-(1H-pyrrolo[2,3-b]pyridin-3-yl)pyridin-2-amine), C(C)(C)N(CC)C(C)C (diisopropylethylamine), CS(=O)(=O)Cl (methanesulfonyl chloride). The solvent is C(C)(=O)OCC (ethyl acetate), C1CCOC1 (THF). Run at time 2.5 hour. Yields the product ClC1=CC(=CC(=N1)NC1CCN(CC1)S(=O)(=O)C)C1=CNC2=NC=CC=C21 (6-chloro-N-[1-(methylsulfonyl)piperidin-4-yl]-4-(1H-pyrrolo[2,3-b]pyridin 3-yl)pyridin-2-amine). RXN SMILES: [Cl:1][C:2]1[N:7]=[C:6]([NH:8][CH:9]2[CH2:14][CH2:13][NH:12][CH2:11][CH2:10]2)[CH:5]=[C:4]([C:15]2[C:23]3[C:18](=[N:19][CH:20]=[CH:21][CH:22]=3)[NH:17][CH:16]=2)[CH:3]=1.C(N(C(C)C)CC)(C)C.[CH3:33][S:34](Cl)(=[O:36])=[O:35]>C1COCC1.C(OCC)(=O)C>[Cl:1][C:2]1[N:7]=[C:6]([NH:8][CH:9]2[CH2:14][CH2:13][N:12]([S:34]([CH3:33])(=[O:36])=[O:35])[CH2:11][CH2:10]2)[CH:5]=[C:4]([C:15]2[C:23]3[C:18](=[N:19][CH:20]=[CH:21][CH:22]=3)[NH:17][CH:16]=2)[CH:3]=1. Reported procedure: To a solution of Example 33 (0.04 g, 0.095 mmol) in 2 mL anhydrous THF was added diisopropylethylamine (0.07 mL, 0.38 mmol) followed by methanesulfonyl chloride (0.009 mL, 0.114 mmol). The resulting solution was stirred at room temperature for 2.5 hours. The reaction mixture was diluted with ethyl acetate and washed with water, brine, dried over magnesium sulfate, filtered, and concentrated to give the title compound as an off-white solid. 1H NMR (300 MHz, DMSO-d6) ppm 1.16-1.35 (m, 1H) 1.38-1.6... The reactants are NC=1C(N(C(N(C1N)CC)=O)CC)=O (5,6-diamino-1,3diethyluracil), COC1=C(C=CC(=O)O)C=CC(=C1)OC (2,4-dimethoxycinnamic acid). Product: COC1=C(/C=C/C2=NC=3N(C(N(C(C3N2)=O)CC)=O)CC)C=CC(=C1)OC ((E)-8-(2,4-Dimethoxystyryl)-1,3-diethylxanthine). The yield is 19.7%. Reaction SMILES: [NH2:1][C:2]1[C:3](=[O:14])[N:4]([CH2:12][CH3:13])[C:5](=[O:11])[N:6]([CH2:9][CH3:10])[C:7]=1[NH2:8].[CH3:15][O:16][C:17]1[CH:27]=[C:26]([O:28][CH3:29])[CH:25]=[CH:24][C:18]=1[CH:19]=[CH:20][C:21](O)=O>>[CH3:15][O:16][C:17]1[CH:27]=[C:26]([O:28][CH3:29])[CH:25]=[CH:24][C:18]=1/[CH:19]=[CH:20]/[C:21]1[NH:1][C:2]2[C:3](=[O:14])[N:4]([CH2:12][CH3:13])[C:5](=[O:11])[N:6]([CH2:9][CH3:10])[C:7]=2[N:8]=1. Procedure: Substantially the same procedure as in Example 7 was repeated using 2.50 g (12.6 mmol) of 5,6-diamino-1,3diethyluracil and 2.89 g (13.9 mmol) of 2,4-dimethoxycinnamic acid. Then, the resultant crude crystals were recrystallized from dimethylformamide/ethanol to give 0.92 g (yield 20%) of Compound 68 as yellow crystals. The reactants are CC=1C=C(C=C(C1)C)CC(C1=C(C(=CC=C1)C)C)N (2-(3,5-dimethylphenyl)-1-(2,3-dimethylphenyl)-ethylamine), ClCCl (dichloromethane), C(=S)(Cl)Cl (thiophosgene), C([O-])([O-])=O.[K+].[K+] (potassium carbonate). Run in C(Cl)(Cl)Cl (chloroform), C(Cl)(Cl)Cl (chloroform), O (water). The product is CC=1C=C(C=C(C1)C)CC(C1=C(C(=CC=C1)C)C)N=C=S ([2-(3,5-Dimethyl-phenyl)-1-(2,3-dimethyl-phenyl)-ethyl]-isothiocyanate), oil. RXN SMILES: [C:1](Cl)(Cl)=[S:2].C(=O)([O-])[O-].[K+].[K+].[CH3:11][C:12]1[CH:13]=[C:14]([CH2:19][CH:20]([NH2:29])[C:21]2[CH:26]=[CH:25][CH:24]=[C:23]([CH3:27])[C:22]=2[CH3:28])[CH:15]=[C:16]([CH3:18])[CH:17]=1.ClCCl>C(Cl)(Cl)Cl.O>[CH3:11][C:12]1[CH:13]=[C:14]([CH2:19][CH:20]([N:29]=[C:1]=[S:2])[C:21]2[CH:26]=[CH:25][CH:24]=[C:23]([CH3:27])[C:22]=2[CH3:28])[CH:15]=[C:16]([CH3:18])[CH:17]=1 |f:1.2.3|. Procedure: A solution of thiophosgene (39.5 g) in 200 ml of chloroform was treated with a solution of potassium carbonate (99 g) in water (200 ml) at room temperature. To this mixture was added a solution of 2-(3,5-dimethylphenyl)-1-(2,3-dimethylphenyl)-ethylamine (72.5 g) in chloroform (600 ml) with vigorous stirring. After completion of the reaction the mixture was poured into dichloromethane (500 ml) and washed three times with water, dried over sodium sulphate and the solvent evaporated in vacuo. This ...